The task is: describe an organic reaction: reactants, conditions, products, and yield. This data is from the Open Reaction Database (ORD), a public repository of structured organic reaction records. Reactants: S(=O)(Cl)Cl (Thionyl chloride), CO (methanol), ClC1=CC(=C(C(C(=O)O)=C1)O)I (5-Chloro-3-iodosalicylic Acid). Solvent: CCOC(=O)C (EtOAc). The product is ClC1=CC(=C(C(C(=O)OC)=C1)O)I (methyl 5-chloro-3-iodosalicylate). As a reaction SMILES: S(Cl)(Cl)=O.[CH3:5]O.[Cl:7][C:8]1[CH:16]=[C:12]([C:13]([OH:15])=[O:14])[C:11]([OH:17])=[C:10]([I:18])[CH:9]=1>CCOC(C)=O>[Cl:7][C:8]1[CH:16]=[C:12]([C:13]([O:15][CH3:5])=[O:14])[C:11]([OH:17])=[C:10]([I:18])[CH:9]=1. Reported procedure: Thionyl chloride (30 mL, 411 mmol) is added dropwise to methanol (100 mL) in an ice bath. The addition is controlled to hold the temperature at 25° C. Upon completion of the addition 6 (25 g, 84 mmol) is added and the reaction heated to reflux for 4 hours. The solids dissolve at first then after 2 hours solids start to come out of solution. After 4 hours TLC (hex: EtOAc; 9:1) shows no starting material. The reaction is cooled in the refrigerator for 12h. The solids formed are filtered washed wit...